describe an organic reaction: reactants, conditions, products, and yield From a dataset of the Open Reaction Database (ORD), a public repository of structured organic reaction records. The reactants are C(C)(C)(C)S(=O)(=O)C[C@H](C(=O)N[C@H](C(=O)N[C@H]([C@H]([C@@H](F)C1CC1)O)CC1CCCCC1)CC=1N=CN(C1)C(=O)OC(C)(C)C)CC1=CC=CC=C1 ((S)-α-[(S)-α-[(tert-butylsulphonyl)methyl]hydrocinnamamido]-N-[(1S,2R,3S)-1-(cyclohexylmethyl)-3-cyclopropyl-3-fluoro-2-hydroxypropyl]-1-Boc-imidazole-4-propionamide), C([O-])([O-])=O.[K+].[K+] (potassium carbonate), [Cl-].[NH4+] (ammonium chloride). Solvent: CO (methanol). Run at time 1 hour. The product is C(C)(C)(C)S(=O)(=O)C[C@H](C(=O)N[C@H](C(=O)N[C@H]([C@H]([C@@H](F)C1CC1)O)CC1CCCCC1)CC=1N=CNC1)CC1=CC=CC=C1 ((S)-α-[(S)-α-[(tert-butylsulphonyl)methyl]hydrocinnamamido]-N-[(1S,2R,3S)-1-(cyclohexylmethyl)-3-cyclopropyl-3-fluoro-2-hydroxypropyl]imidazole-4-propionamide). Yield: 18.8%. As a reaction SMILES: [C:1]([S:5]([CH2:8][C@@H:9]([CH2:45][C:46]1[CH:51]=[CH:50][CH:49]=[CH:48][CH:47]=1)[C:10]([NH:12][C@@H:13]([CH2:32][C:33]1[N:34]=[CH:35][N:36](C(OC(C)(C)C)=O)[CH:37]=1)[C:14]([NH:16][C@@H:17]([CH2:25][CH:26]1[CH2:31][CH2:30][CH2:29][CH2:28][CH2:27]1)[C@@H:18]([OH:24])[C@H:19]([CH:21]1[CH2:23][CH2:22]1)[F:20])=[O:15])=[O:11])(=[O:7])=[O:6])([CH3:4])([CH3:3])[CH3:2].C(=O)([O-])[O-].[K+].[K+].[Cl-].[NH4+]>CO>[C:1]([S:5]([CH2:8][C@@H:9]([CH2:45][C:46]1[CH:51]=[CH:50][CH:49]=[CH:48][CH:47]=1)[C:10]([NH:12][C@@H:13]([CH2:32][C:33]1[N:34]=[CH:35][NH:36][CH:37]=1)[C:14]([NH:16][C@@H:17]([CH2:25][CH:26]1[CH2:31][CH2:30][CH2:29][CH2:28][CH2:27]1)[C@@H:18]([OH:24])[C@H:19]([CH:21]1[CH2:22][CH2:23]1)[F:20])=[O:15])=[O:11])(=[O:6])=[O:7])([CH3:4])([CH3:2])[CH3:3] |f:1.2.3,4.5|. Reported procedure: A mixture of 610 mg (0.8 mmol) of crude (S)-α-[(S)-α-[(tert-butylsulphonyl)methyl]hydrocinnamamido]-N-[(1S,2R,3S)-1-(cyclohexylmethyl)-3-cyclopropyl-3-fluoro-2-hydroxypropyl]-1-Boc-imidazole-4-propionamide and 110 mg (0.8 mmol) of potassium carbonate in 10 ml of methanol is stirred at room temperature under argon for 1 hour. Subsequently, 100 mg (1.9 mmol) of ammonium chloride are added. The mixture is stirred at room temperature for a further 15 minutes and thereafter evaporated under reduced p...